The task is: describe an organic reaction: reactants, conditions, products, and yield. This data is from the Open Reaction Database (ORD), a public repository of structured organic reaction records. Starting materials: PdCl2dppf, B(C=1C=CC(=CC1)C)(O)O (p-tolylboronic acid), BrC1=CC=C(C=C1)N1N=CC=C1 (1-(4-bromophenyl)-1H-pyrazole), CC#N (MeCN), C([O-])([O-])=O.[Na+].[Na+] (sodium carbonate). Solvent: C1CCOC1 (THF). Reaction conditions: temperature 130 celsius. The product is CC1=CC=C(C=C1)C1=CC=C(C=C1)N1N=CC=C1 (1-(4′-methyl-[1,1′-biphenyl]-4-yl)-1H-pyrazole). Isolated yield 56.0%. RXN SMILES: B(O)(O)[C:2]1[CH:3]=[CH:4][C:5]([CH3:8])=[CH:6][CH:7]=1.Br[C:12]1[CH:17]=[CH:16][C:15]([N:18]2[CH:22]=[CH:21][CH:20]=[N:19]2)=[CH:14][CH:13]=1.CC#N.C(=O)([O-])[O-].[Na+].[Na+]>C1COCC1>[CH3:8][C:5]1[CH:6]=[CH:7][C:2]([C:12]2[CH:17]=[CH:16][C:15]([N:18]3[CH:22]=[CH:21][CH:20]=[N:19]3)=[CH:14][CH:13]=2)=[CH:3][CH:4]=1 |f:3.4.5|. Reported procedure: Prepared using General Procedure 16. A stirring mixture of p-tolylboronic acid (391 mg, 2.88 mmol) and 1-(4-bromophenyl)-1H-pyrazole (535 mg, 2.40 mmol) INT-84 in THF (4 mL), MeCN (4 mL) and sodium carbonate (1 M aqueous) (4.8 mL, 4.80 mmol) was de-gassed by bubbling through N2 gas. PdCl2dppf (88 mg, 0.120 mmol) was added and the reaction mixture further de-gassed. The reaction was heated at 130° C. for 30 min in a microwave. The mixture was cooled to room temperature, poured onto water (100 mL)... Reactants: [N+](=O)([O-])C1=CC=C(C=C1)N1C(NC(C=C1)=O)=O (1-(4-Nitro-phenyl)-1H-pyrimidine-2,4-dione), solution, N (NH3), [H][H] (hydrogen). Reagents/catalysts: [Ni] (Raney Nickel). Solvent: CO (MeOH), CO (MeOH). Yields the product NC1=CC=C(C=C1)N1C(NC(C=C1)=O)=O (1-(4-Amino-phenyl)-1H-pyrimidine-2,4-dione). As a reaction SMILES: [N+:1]([C:4]1[CH:9]=[CH:8][C:7]([N:10]2[CH:15]=[CH:14][C:13](=[O:16])[NH:12][C:11]2=[O:17])=[CH:6][CH:5]=1)([O-])=O.N.[H][H]>CO.[Ni]>[NH2:1][C:4]1[CH:5]=[CH:6][C:7]([N:10]2[CH:15]=[CH:14][C:13](=[O:16])[NH:12][C:11]2=[O:17])=[CH:8][CH:9]=1. Reported procedure: To a solution of 1.4 g 1-(4-Nitro-phenyl)-1H-pyrimidine-2,4-dione in 120 mL MeOH, 15 g Raney Nickel (washed three times with MeOH) were introduced under a nitrogen atmosphere. Then 15 mL of a 7 M solution of NH3 in MeOH were added. The nitrogen atmosphere was replaced by a hydrogen atmosphere and the mixture was hydrogenated under normal pressure at RT. After 2 h the reaction mixture was filtered through a pad of celite. The solvents were removed under reduced pressure and the residue was subjec... Starting materials: N[C@@H]([C@@H](C)CC)C(=O)O (isoleucine), C(CCCCCCC)O (octanol). Run in S(O)(O)(=O)=O (sulfuric acid), O (water), C1(=CC=CC=C1)C (toluene), O (water). Product: C(CCCCCCC)(=O)O.N[C@@H]([C@@H](C)CC)C(=O)O (isoleucine octanoate). As a reaction SMILES: [NH2:1][C@H:2]([C:7]([OH:9])=[O:8])[C@H:3]([CH2:5][CH3:6])[CH3:4].[CH2:10](O)[CH2:11][CH2:12]CCCCC>S(=O)(=O)(O)O.O.C1(C)C=CC=CC=1>[C:7]([OH:9])(=[O:8])[CH2:2][CH2:3][CH2:5][CH2:6][CH2:10][CH2:11][CH3:12].[NH2:1][C@H:2]([C:7]([OH:9])=[O:8])[C@H:3]([CH2:5][CH3:6])[CH3:4] |f:5.6|. Procedure details: 13.1 g of isoleucine was dissolved in a solution of 10 g of concentrated sulfuric acid, 20 mL water, 20 mL of octanol, and 200 mL of toluene in a 500 mL round bottom flask equipped with a condenser and a Dean-Stark apparatus placed in an oil bath. The resulting solution was heated at reflux temperature until no more water could be distilled. The resulting solution was then cooled to room temperature, diluted with 120 mL of ethyl acetate and the organic layer washed with saturated aqueous sodium ... The reactants are CC(=O)[O-], CC(=O)[O-], COC(=O)c1ccc(B(O)O)cc1, Cc1n[nH]c2cc(C(=O)N3CCC4(CC3)CC(=O)c3cc(-c5cnn(C)c5)ccc3O4)ccc12, ClCCl, [Cu+2], c1ccncc1. Yields the product COC(=O)c1ccc(-n2nc(C)c3ccc(C(=O)N4CCC5(CC4)CC(=O)c4cc(-c6cnn(C)c6)ccc4O5)cc32)cc1. Reaction SMILES: [C:57]([O-:58])(=[O:59])[CH3:60].[C:62]([O-:63])(=[O:64])[CH3:65].[CH3:41][O:42][C:43](=[O:44])[c:45]1[cH:46][cH:47][c:48]([B:51]([OH:52])[OH:53])[cH:49][cH:50]1.[CH3:7][c:8]1[n:9][nH:10][c:11]2[cH:12][c:13]([C:17](=[O:18])[N:19]3[CH2:20][CH2:21][C:22]4([O:23][c:24]5[cH:25][cH:26][c:27](-[c:33]6[cH:34][n:35][n:36]([CH3:38])[cH:37]6)[cH:28][c:29]5[C:30](=[O:32])[CH2:31]4)[CH2:39][CH2:40]3)[cH:14][cH:15][c:16]12.[Cl:54][CH2:55][Cl:56].[Cu+2:61].[cH:1]1[cH:2][cH:3][n:4][cH:5][cH:6]1>>[CH3:7][c:8]1[n:9][n:10](-[c:48]2[cH:47][cH:46][c:45]([C:43]([O:42][CH3:41])=[O:44])[cH:50][cH:49]2)[c:11]2[cH:12][c:13]([C:17](=[O:18])[N:19]3[CH2:20][CH2:21][C:22]4([O:23][c:24]5[cH:25][cH:26][c:27](-[c:33]6[cH:34][n:35][n:36]([CH3:38])[cH:37]6)[cH:28][c:29]5[C:30](=[O:32])[CH2:31]4)[CH2:39][CH2:40]3)[cH:14][cH:15][c:16]12. The reactants are BrC=1C(=C(C(=NC1)N)[N+](=O)[O-])Cl (5-bromo-4-chloro-3-nitro-pyridin-2-ylamine), C(C)(C)N(CC)C(C)C (diisopropylethylamine), N1(CCNCC1)CC(=O)N1CCCC1 (2-(piperazin-1-yl)-1-(pyrrolidin-1-yl)ethanone). The solvent is C(C)(C)O (isopropanol). Reaction conditions: temperature 45 celsius. Product: NC1=NC=C(C(=C1[N+](=O)[O-])N1CCN(CC1)CC(=O)N1CCCC1)Br (2-(4-(2-Amino-5-bromo-3-nitropyridin-4-yl)piperazin-1-yl)-1-(pyrrolidin-1-yl)ethanone), solid. Isolated yield 78.0%. As a reaction SMILES: [Br:1][C:2]1[C:3](Cl)=[C:4]([N+:9]([O-:11])=[O:10])[C:5]([NH2:8])=[N:6][CH:7]=1.[N:13]1([CH2:19][C:20]([N:22]2[CH2:26][CH2:25][CH2:24][CH2:23]2)=[O:21])[CH2:18][CH2:17][NH:16][CH2:15][CH2:14]1.C(N(C(C)C)CC)(C)C>C(O)(C)C>[NH2:8][C:5]1[C:4]([N+:9]([O-:11])=[O:10])=[C:3]([N:16]2[CH2:15][CH2:14][N:13]([CH2:19][C:20]([N:22]3[CH2:23][CH2:24][CH2:25][CH2:26]3)=[O:21])[CH2:18][CH2:17]2)[C:2]([Br:1])=[CH:7][N:6]=1. Procedure details: To a mixture of 5-bromo-4-chloro-3-nitro-pyridin-2-ylamine (0.126 g, 0.50 mmol) and isopropanol (9 ml) was added 2-(piperazin-1-yl)-1-(pyrrolidin-1-yl)ethanone (0.108 g, 0.55 mmol) followed by diisopropylethylamine (0.10 ml, 0.55 mmol). The reaction mixture was heated at 45° C. for 22 h, then allowed to cool to room temperature and the solvents were removed in vacuo. The residue was absorbed on silica gel and the free running powder was placed on a 10 g isolute silica column which was eluted wit...